Dataset: the Open Reaction Database (ORD), a public repository of structured organic reaction records. Task: describe an organic reaction: reactants, conditions, products, and yield The reactants are C, CCO, [Pd], OCCCC#Cc1cnc(-c2ccccc2)c(-c2ccccc2)n1. Yields the product OCCCCCc1cnc(-c2ccccc2)c(-c2ccccc2)n1. Reaction SMILES: [C:28].[CH3:25][CH2:26][OH:27].[Pd:29].[c:1]1(-[c:7]2[n:8][cH:9][c:10]([C:19]#[C:20][CH2:21][CH2:22][CH2:23][OH:24])[n:11][c:12]2-[c:13]2[cH:14][cH:15][cH:16][cH:17][cH:18]2)[cH:2][cH:3][cH:4][cH:5][cH:6]1>>[c:1]1(-[c:7]2[n:8][cH:9][c:10]([CH2:19][CH2:20][CH2:21][CH2:22][CH2:23][OH:24])[n:11][c:12]2-[c:13]2[cH:14][cH:15][cH:16][cH:17][cH:18]2)[cH:2][cH:3][cH:4][cH:5][cH:6]1. The reactants are FC(COC1=C(C=C(C=C1)NC(C1=C(C=CC(=C1)CNC(=O)C(C)(C)C)Cl)=O)C(=O)O)F (N-[4-(2,2-difluoroethyl)oxy-3-hydroxycarbonyl-phenyl]-2-chloro-5-(tert-butylcarbonylamino)methyl-benzamide), FC([C@@H]1CC[C@H](CC1)N)(F)F (trans-4-trifluoromethyl-cyclohexylamine), CN(C)C(=[N+](C)C)ON1C2=C(C=CC=C2)N=N1.[B-](F)(F)(F)F (TBTU). Solvent: C1CCOC1 (THF). Yields the product FC(COC1=C(C=C(C=C1)NC(C1=C(C=CC(=C1)CNC(=O)C(C)(C)C)Cl)=O)C(=O)N[C@@H]1CC[C@H](CC1)C(F)(F)F)F (N-[4-(2,2-Difluoroethyl)oxy-3-[trans-(4-trifluoromethyl-cyclohexyl)amino]carbonyl-phenyl]-2-chloro-5-(tert-butylcarbonylamino)methyl-benzamide). As a reaction SMILES: [F:1][CH:2]([F:32])[CH2:3][O:4][C:5]1[CH:10]=[CH:9][C:8]([NH:11][C:12](=[O:28])[C:13]2[CH:18]=[C:17]([CH2:19][NH:20][C:21]([C:23]([CH3:26])([CH3:25])[CH3:24])=[O:22])[CH:16]=[CH:15][C:14]=2[Cl:27])=[CH:7][C:6]=1[C:29]([OH:31])=O.[F:33][C:34]([F:43])([F:42])[C@H:35]1[CH2:40][CH2:39][C@H:38]([NH2:41])[CH2:37][CH2:36]1.CN(C(ON1N=NC2C=CC=CC1=2)=[N+](C)C)C.[B-](F)(F)(F)F>C1COCC1>[F:32][CH:2]([F:1])[CH2:3][O:4][C:5]1[CH:10]=[CH:9][C:8]([NH:11][C:12](=[O:28])[C:13]2[CH:18]=[C:17]([CH2:19][NH:20][C:21]([C:23]([CH3:25])([CH3:24])[CH3:26])=[O:22])[CH:16]=[CH:15][C:14]=2[Cl:27])=[CH:7][C:6]=1[C:29]([NH:41][C@H:38]1[CH2:39][CH2:40][C@H:35]([C:34]([F:33])([F:42])[F:43])[CH2:36][CH2:37]1)=[O:31] |f:2.3|. Procedure details: Prepared analogously to Example 4c from N-[4-(2,2-difluoroethyl)oxy-3-hydroxycarbonyl-phenyl]-2-chloro-5-(tert-butylcarbonylamino)methyl-benzamide and trans-4-trifluoromethyl-cyclohexylamine with TBTU and TEA in THF. The reactants are O=C1OCCN(Cc2ccccc2)C1c1ccccc1, C1CCOC1, Cc1ccccc1, CCOC(C)=O, CCC(C)[BH-](C(C)CC)C(C)CC, OCc1cc(Cl)cc(Cl)c1, [Li+], N, O. Yields the product Clc1cc(Cl)cc(COC2OCCN(Cc3ccccc3)C2c2ccccc2)c1. As a reaction SMILES: [CH2:1]([c:2]1[cH:3][cH:4][cH:5][cH:6][cH:7]1)[N:8]1[CH:9]([c:15]2[cH:16][cH:17][cH:18][cH:19][cH:20]2)[C:10](=[O:14])[O:11][CH2:12][CH2:13]1.[CH2:46]1[O:47][CH2:48][CH2:49][CH2:50]1.[CH3:51][c:52]1[cH:53][cH:54][cH:55][cH:56][cH:57]1.[CH3:59][CH2:60][O:61][C:62](=[O:63])[CH3:64].[CH:21]([BH-:22]([CH:23]([CH2:24][CH3:25])[CH3:26])[CH:27]([CH2:28][CH3:29])[CH3:30])([CH2:31][CH3:32])[CH3:33].[Cl:35][c:36]1[cH:37][c:38]([CH2:39][OH:40])[cH:41][c:42]([Cl:44])[cH:43]1.[Li+:34].[NH3:45].[OH2:58]>>[CH2:1]([c:2]1[cH:3][cH:4][cH:5][cH:6][cH:7]1)[N:8]1[CH:9]([c:15]2[cH:16][cH:17][cH:18][cH:19][cH:20]2)[CH:10]([O:14][CH2:39][c:38]2[cH:37][c:36]([Cl:35])[cH:43][c:42]([Cl:44])[cH:41]2)[O:11][CH2:12][CH2:13]1. The reactants are Cl.C(C)N1CCC(C(=O)O)CC1 (1-Ethyl-isonipecotic acid hydrochloride). Solvent: S(=O)(Cl)Cl (thionyl chloride). The product is Cl.C(C)N1CCC(C(=O)Cl)CC1 (1-ethyl-isonipecotoyl chloride hydrochloride). Reaction SMILES: [ClH:1].[CH2:2]([N:4]1[CH2:12][CH2:11][CH:7]([C:8](O)=[O:9])[CH2:6][CH2:5]1)[CH3:3]>S(Cl)(Cl)=O>[ClH:1].[CH2:2]([N:4]1[CH2:12][CH2:11][CH:7]([C:8]([Cl:1])=[O:9])[CH2:6][CH2:5]1)[CH3:3] |f:0.1,3.4|. Procedure: 1-Ethyl-isonipecotic acid hydrochloride (0.95 g) was suspended in thionyl chloride (8 ml) and the mixture was stirred and heated under reflux for 3 hours to give a clear yellow solution. The thionyl chloride was removed by evaporation under reduced pressure and the resulting residue was suspended in toluene (5 ml) and the toluene was removed by evaporation under reduced pressure to give 1-ethyl-isonipecotoyl chloride hydrochloride as a white solid. The acid chloride was suspended in dry dichloro... The reactants are C1(=CC=C(C=C1)N)N (1,4-phenylenediamine), imines, OC(C(F)(F)F)(C(F)(F)F)C1=C(C=CC(=C1)N)N (1-(2-hydroxyhexafluoro-2-propyl)-2,5-phenylenediamine), C1(=CC=C(C=C1)N)N (1,4-phenylenediamine), O.C1(=CC=C(C=C1)S(=O)(=O)O)C (p-toluenesulfonic acid monohydrate), O.O.O.FC(C(=O)C(F)(F)F)(F)F (hexafluoroacetone trihydrate), target compound. Conditions: time 21 hour. The product is FC(C(=O)C(F)(F)F)(F)F (hexafluoroacetone), OC(C(F)(F)F)(C(F)(F)F)C1=C(C=CC(=C1)N)N (1-(2-hydroxyhexafluoro-2-propyl)-2,5-phenylenediamine), C1(=CC=C(C=C1)N)N (1,4-phenylenediamine). Reaction SMILES: [C:1]1([NH2:8])[CH:6]=[CH:5][C:4]([NH2:7])=[CH:3][CH:2]=1.O.C1(C)C=CC(S(O)(=O)=O)=CC=1.O.O.O.[F:24][C:25]([F:33])([F:32])[C:26]([C:28]([F:31])([F:30])[F:29])=[O:27].[OH:34][C:35]([C:44]1[CH:49]=[C:48]([NH2:50])[CH:47]=[CH:46][C:45]=1[NH2:51])([C:40]([F:43])([F:42])[F:41])[C:36]([F:39])([F:38])[F:37]>>[F:24][C:25]([F:33])([F:32])[C:26]([C:28]([F:31])([F:30])[F:29])=[O:27].[OH:34][C:35]([C:44]1[CH:49]=[C:48]([NH2:50])[CH:47]=[CH:46][C:45]=1[NH2:51])([C:36]([F:39])([F:38])[F:37])[C:40]([F:43])([F:42])[F:41].[C:1]1([NH2:8])[CH:6]=[CH:5][C:4]([NH2:7])=[CH:3][CH:2]=1 |f:1.2,3.4.5.6|. Reported procedure: A 100 ml, glass, sealed container (autoclave) was charged with 10.0 g (92.5 mmol) of 1,4-phenylenediamine, 704 mg (3.70 mmol, 4 mol %) of p-toluenesulfonic acid monohydrate, and 40.7 g (185 mmol, 2 equivalents) of hexafluoroacetone trihydrate, and the inside of the system was turned into a nitrogen atmosphere. Then, the temperature increased was started, and the inside temperature of the reaction liquid was set to 110° C. After stirring for 21 hours, the reaction liquid was cooled down. The reac...